The task is: describe an organic reaction: reactants, conditions, products, and yield. This data is from the Open Reaction Database (ORD), a public repository of structured organic reaction records. Reaction SMILES: [CH2:1]([C:3]1[CH:4]=[CH:5][C:6]2[S:12][C:11]3[CH:13]=[CH:14][CH:15]=[CH:16][C:10]=3[CH2:9][CH:8]([N:17]3[CH2:22][CH2:21][N:20]([CH2:23][CH2:24][CH2:25][OH:26])[CH2:19][CH2:18]3)[C:7]=2[CH:27]=1)[CH3:2].[C:28](Cl)(=[O:40])[CH2:29][CH2:30][CH2:31][CH2:32][CH2:33][CH2:34][CH2:35][CH2:36][CH2:37][CH2:38][CH3:39].C(O)(=O)/C=C\C(O)=O>C1C=CC=CC=1.C(Cl)(Cl)Cl.CC(C)=O.[OH-].[NH4+]>[CH2:1]([C:3]1[CH:4]=[CH:5][C:6]2[S:12][C:11]3[CH:13]=[CH:14][CH:15]=[CH:16][C:10]=3[CH2:9][CH:8]([N:17]3[CH2:18][CH2:19][N:20]([CH2:23][CH2:24][CH2:25][O:26][C:28](=[O:40])[CH2:29][CH2:30][CH2:31][CH2:32][CH2:33][CH2:34][CH2:35][CH2:36][CH2:37][CH2:38][CH3:39])[CH2:21][CH2:22]3)[C:7]=2[CH:27]=1)[CH3:2] |f:6.7|. Yields the product C(C)C=1C=CC2=C(C(CC3=C(S2)C=CC=C3)N3CCN(CC3)CCCOC(CCCCCCCCCCC)=O)C1 (8-Ethyl-10-[4-(3-dodecanoyloxypropyl)piperazino]-10,11-dihydrodibenzo[b,f]thiepin). Reactants: C(C)C=1C=CC2=C(C(CC3=C(S2)C=CC=C3)N3CCN(CC3)CCCO)C1 (8-ethyl-10-[4-(3-hydroxypropyl)piperazino]-10,11-dihydrodibenzo[b,f]thiepin), C(\C=C/C(=O)O)(=O)O (maleic acid), crude product, 8-ethyl-10-[4-(3-dodecanoyloxypropyl)piperazino]-10,11-dihydrodibenzo[b,f]thiepin di(hydrogen maleate), C(CCCCCCCCCCC)(=O)Cl (lauroyl chloride). Procedure: In accordance with the general method described in the foregoing Examples, 10.15 grams of 8-ethyl-10-[4-(3-hydroxypropyl)piperazino]-10,11-dihydrodibenzo[b,f]thiepin was reacted with a solution of 12.5 grams of lauroyl chloride (dodecanoyl chloride) in a mixture of 60 milliliters of benzene and 20 milliliters of chloroform. By adding a solution of 6.15 grams of maleic acid in 60 milliliters of acetone to the crude product, 14.0 grams of 8-ethyl-10-[4-(3-dodecanoyloxypropyl)piperazino]-10,11-dihy... Run in [OH-].[NH4+] (ammonium hydroxide), CC(=O)C (acetone), C1=CC=CC=C1 (benzene), C(Cl)(Cl)Cl (chloroform). Starting materials: BrC1=CC=C(C=C1)N1N=C2CCN(CCC2=C1)C1CCC1 (2-(4-bromophenyl)-6-cyclobutyl-2,4,5,6,7,8-hexahydropyrazolo[3,4-d]azepine), CN1C(=O)NC(=O)C1 (1-methylhydantoin), C([O-])([O-])=O.[K+].[K+] (potassium carbonate), CNCCNC (N,N′-dimethyl-1,2-ethanediamine). Reagents/catalysts: [Cu]I (copper (I) iodide). The solvent is O1CCOCC1 (dioxane). Reaction conditions: temperature 150 celsius. Yields the product C1(CCC1)N1CCC=2C(CC1)=CN(N2)C2=CC=C(C=C2)N2C(N(CC2=O)C)=O (3-[4-(6-Cyclobutyl-5,6,7,8-tetrahydropyrazolo[3,4-d]azepin-2(4H)-yl)phenyl]-1-methyl-2,4-imidazolidinedione). Reaction SMILES: Br[C:2]1[CH:7]=[CH:6][C:5]([N:8]2[CH:17]=[C:16]3[C:10]([CH2:11][CH2:12][N:13]([CH:18]4[CH2:21][CH2:20][CH2:19]4)[CH2:14][CH2:15]3)=[N:9]2)=[CH:4][CH:3]=1.[CH3:22][N:23]1[CH2:29][C:27](=[O:28])[NH:26][C:24]1=[O:25].C(=O)([O-])[O-].[K+].[K+].CNCCNC>O1CCOCC1.[Cu]I>[CH:18]1([N:13]2[CH2:14][CH2:15][C:16]3=[CH:17][N:8]([C:5]4[CH:6]=[CH:7][C:2]([N:26]5[C:27](=[O:28])[CH2:29][N:23]([CH3:22])[C:24]5=[O:25])=[CH:3][CH:4]=4)[N:9]=[C:10]3[CH2:11][CH2:12]2)[CH2:21][CH2:20][CH2:19]1 |f:2.3.4|. Procedure details: A mixture of 2-(4-bromophenyl)-6-cyclobutyl-2,4,5,6,7,8-hexahydropyrazolo[3,4-d]azepine (may be prepared as described in Example 35) (80 mg, 0.23 mmol), 1-methylhydantoin (52 mg, 0.46 mmol), potassium carbonate (95 mg, 0.7 mmol), copper (I) iodide (13 mg, 0.07 mmol) and N,N′-dimethyl-1,2-ethanediamine (8 μl, 0.07 mmol) in dioxane (2 ml) was heated in the microwave (normal absorption) at 150° C. for 2 hours. The reaction mixture was purified by SCX cartridge, followed by Mass Directed Autoprepara... Reactants: C1(=CC=CC=C1)P(C1=CC=CC=C1)C1=CC=CC=C1 (triphenylphosphine), BrN1C(CCC1=O)=O (N-bromosuccinimide), C1(=CC=CC2=CC=CC=C12)CCCO (3-(1-naphthyl)-1-propanol). Run in C(Cl)Cl (methylene chloride). Reaction conditions: time 15 hour. Yields the product BrCCCC1=CC=CC2=CC=CC=C12 (1-(3-bromopropyl)naphthalene). The yield is 90.2%. RXN SMILES: [C:1]1([CH2:11][CH2:12][CH2:13]O)[C:10]2[C:5](=[CH:6][CH:7]=[CH:8][CH:9]=2)[CH:4]=[CH:3][CH:2]=1.C1(P(C2C=CC=CC=2)C2C=CC=CC=2)C=CC=CC=1.[Br:34]N1C(=O)CCC1=O>C(Cl)Cl>[Br:34][CH2:13][CH2:12][CH2:11][C:1]1[C:10]2[C:5](=[CH:6][CH:7]=[CH:8][CH:9]=2)[CH:4]=[CH:3][CH:2]=1. Procedure details: Compound 73-1 (4.70 g) was dissolved in methylene chloride (50 ml), triphenylphosphine (7.13 g) and N-bromosuccinimide (4.84 g) were added under ice-cooling, and the mixture was stirred under ice-cooling for 2 hr, and further at room temperature for 15 hr. The reaction mixture was washed with water and saturated brine, and dried over anhydrous magnesium sulfate. The solvent was evaporated under reduced pressure. Diethyl ether (100 ml) was added, and the precipitated triphenylphosphine oxide was ... Yields the product CC(=O)OC1(C(=O)C(=O)O)CCC2C3CCC4=CC(=O)CCC4(C)C3CCC21C. Reactants: CC(=O)OC1(C(=O)C=O)CCC2C3CCC4=CC(=O)CCC4(C)C3CCC21C, CN1CCCC1=O, CO, CC(=O)O, N#C[K]. RXN SMILES: [C:1]([CH3:2])(=[O:3])[O:4][C:5]1([C:6]([CH:7]=[O:8])=[O:9])[CH2:10][CH2:11][CH:12]2[CH:13]3[CH2:14][CH2:15][C:16]4=[CH:17][C:18](=[O:28])[CH2:19][CH2:20][C:21]4([CH3:22])[CH:23]3[CH2:24][CH2:25][C:26]12[CH3:27].[CH3:29][N:30]1[CH2:31][CH2:32][CH2:33][C:34]1=[O:35].[CH3:36][OH:37].[CH3:41][C:42](=[O:43])[OH:44].[K:38][C:39]#[N:40]>>[C:1]([CH3:2])(=[O:3])[O:4][C:5]1([C:6]([C:7](=[O:8])[OH:35])=[O:9])[CH2:10][CH2:11][CH:12]2[CH:13]3[CH2:14][CH2:15][C:16]4=[CH:17][C:18](=[O:28])[CH2:19][CH2:20][C:21]4([CH3:22])[CH:23]3[CH2:24][CH2:25][C:26]12[CH3:27]. Reactants: N1CCC(CC1)C1=NOC2=C1C=CC(=C2)F (3-(4-piperidinyl)-6-fluorobenzisoxazole), C(=O)([O-])[O-].[K+].[K+] (K2CO3), ClCCN1C(=NC2=CC=CC=C2C1=O)C (3-(2-chloroethyl)-2-methyl-3H-4-quinazolinone). Solvent: C(C)#N (acetonitrile). Yields the product FC1=CC2=C(C(=NO2)C2CCN(CC2)CCN2C(NC3=CC=CC=C3C2=O)C)C=C1 (3-[2-[4-(6-Fluoro-1,2-benzisoxazol-3-yl)-1-piperidinyl]ethyl]-2-methyl-1H-quinazolin-4-one). As a reaction SMILES: [NH:1]1[CH2:6][CH2:5][CH:4]([C:7]2[C:11]3[CH:12]=[CH:13][C:14]([F:16])=[CH:15][C:10]=3[O:9][N:8]=2)[CH2:3][CH2:2]1.C([O-])([O-])=O.[K+].[K+].Cl[CH2:24][CH2:25][N:26]1[C:35](=[O:36])[C:34]2[C:29](=[CH:30][CH:31]=[CH:32][CH:33]=2)[N:28]=[C:27]1[CH3:37]>C(#N)C>[F:16][C:14]1[CH:13]=[CH:12][C:11]2[C:7]([CH:4]3[CH2:3][CH2:2][N:1]([CH2:24][CH2:25][N:26]4[C:35](=[O:36])[C:34]5[C:29](=[CH:30][CH:31]=[CH:32][CH:33]=5)[NH:28][CH:27]4[CH3:37])[CH2:6][CH2:5]3)=[N:8][O:9][C:10]=2[CH:15]=1 |f:1.2.3|. Reported procedure: A stirred mixture of 3-(4-piperidinyl)-6-fluorobenzisoxazole (4 g, 18.2 mmol), K2CO3 (3.76 g, 27.2 mmol) and 3-(2-chloroethyl)-2-methyl-3H-4-quinazolinone (6.0 g; 27 mmol) in acetonitrile (300 ml) was heated at reflux for 16 hours. The reaction was complete as judged by TLC. The solids were filtered and the solvent was evaporated. The residue was purified over a flash chromatography column (SiO2, 75 gm, eluted with dichloromethane and MeOH in dichloromethane). The pure product thus obtained weig...